Dataset: the Open Reaction Database (ORD), a public repository of structured organic reaction records. Task: describe an organic reaction: reactants, conditions, products, and yield Starting materials: C(C1=CC=CC=C1)OC=1C(=C(N)C=CC1Br)[N+](=O)[O-] (3-(benzyloxy)-4-bromo-2-nitroaniline), CN1C(C2=C(C(=C1)B1OC(C(O1)(C)C)(C)C)C=CN2S(=O)(=O)C2=CC=C(C=C2)C)=O (6-methyl-1-[(4-methylphenyl)sulfonyl]-4-(4,4,5,5-tetramethyl-1,3,2-dioxaborolan-2-yl)-1,6-dihydro-7H-pyrrolo[2,3-c]pyridin-7-one). The product is NC1=C(C(=C(C=C1)C=1C2=C(C(N(C1)C)=O)N(C=C2)S(=O)(=O)C2=CC=C(C=C2)C)OCC2=CC=CC=C2)[N+](=O)[O-] (4-[4-Amino-2-(benzyloxy)-3-nitrophenyl]-6-methyl-1-[(4-methylphenyl)sulfonyl]-1,6-dihydro-7H-pyrrolo[2,3-c]pyridin-7-one). As a reaction SMILES: [CH2:1]([O:8][C:9]1[C:10]([N+:17]([O-:19])=[O:18])=[C:11]([CH:13]=[CH:14][C:15]=1Br)[NH2:12])[C:2]1[CH:7]=[CH:6][CH:5]=[CH:4][CH:3]=1.[CH3:20][N:21]1[CH:26]=[C:25](B2OC(C)(C)C(C)(C)O2)[C:24]2[CH:36]=[CH:37][N:38]([S:39]([C:42]3[CH:47]=[CH:46][C:45]([CH3:48])=[CH:44][CH:43]=3)(=[O:41])=[O:40])[C:23]=2[C:22]1=[O:49]>>[NH2:12][C:11]1[CH:13]=[CH:14][C:15]([C:25]2[C:24]3[CH:36]=[CH:37][N:38]([S:39]([C:42]4[CH:47]=[CH:46][C:45]([CH3:48])=[CH:44][CH:43]=4)(=[O:41])=[O:40])[C:23]=3[C:22](=[O:49])[N:21]([CH3:20])[CH:26]=2)=[C:9]([O:8][CH2:1][C:2]2[CH:7]=[CH:6][CH:5]=[CH:4][CH:3]=2)[C:10]=1[N+:17]([O-:19])=[O:18]. Procedure details: This compound was synthesized according to the procedure of Example 10, Step 5, using 3-(benzyloxy)-4-bromo-2-nitroaniline and 6-methyl-1-[(4-methylphenyl)sulfonyl]-4-(4,4,5,5-tetramethyl-1,3,2-dioxaborolan-2-yl)-1,6-dihydro-7H-pyrrolo[2,3-c]pyridin-7-one as the starting materials. LCMS calculated for C28H25N4O6S (M+H)+: m/z=545.1. found: 545.2. Reactants: C(C1=CC(C(=O)Cl)=CC=C1)(=O)Cl (isophthaloyl chloride), [OH-].[Li+] (lithium hydroxide), CC(=O)C=1C(=CC=CC1O)O (2,6-dihydroxyacetophenone), ice, Cl (HCl). Run in C1CCOC1 (THF), C1CCOC1 (THF). Run at temperature -10 celsius, time 2 hour. The product is OC1=C2C(C=C(OC2=CC=C1)C=1C=C(C=2OC3=CC=CC(=C3C(C2)=O)O)C=CC1)=O (3′-(5-hydroxychromonyl)-5-hydroxyflavone). Reaction SMILES: [OH-:1].[Li+].[CH3:3][C:4]([C:6]1[C:7]([OH:13])=[CH:8][CH:9]=[CH:10][C:11]=1[OH:12])=[O:5].[C:14](Cl)(=[O:24])[C:15]1[CH:23]=[CH:22][CH:21]=[C:17]([C:18](Cl)=O)[CH:16]=1.Cl>C1COCC1>[OH:13][C:7]1[CH:8]=[CH:9][CH:10]=[C:11]2[C:6]=1[C:4](=[O:5])[CH:3]=[C:18]([C:17]1[CH:16]=[C:15]([CH:23]=[CH:22][CH:21]=1)[C:14]1[O:24][C:7]3[C:6]([C:4](=[O:1])[CH:3]=1)=[C:11]([OH:12])[CH:10]=[CH:9][CH:8]=3)[O:12]2 |f:0.1|. Procedure details: Dry, pulverulent lithium hydroxide (19.5 mmol, 3 equivalents) is added in one portion to a well-stirred solution of 2,6-dihydroxyacetophenone (6.6 mmol) in dry THF (5 ml) under an argon atmosphere at −78° C. The reaction mixture is stirred at −78° C. for one hour and subsequently at −10° C. for two hours. After the mixture has been re-cooled to −78° C., a solution of isophthaloyl chloride (3.3 mmol) in THF (10 ml) is added in one portion. The mixture is stirred at −78° C. for one hour and at roo... Reactants: C(C1=CC=CC=C1)(=O)OC1CC(N(C(C1)(C)C)O)(C)C (4-benzoyloxy-1-oxyl-2,2,6,6-tetramethylpiperidine), C(C)(C)(C)I (t-butyl iodide), C(CCC)[SnH](CCCC)CCCC (Tri-n-butyltin hydride). The solvent is ClC1=CC=CC=C1 (chlorobenzene). Product: C(C1=CC=CC=C1)(=O)OC1CC(N(C(C1)(C)C)OC(C)(C)C)(C)C (4-Benzoyloxy-1-t-butoxy-2,2,6,6-tetramethylpiperidine). Yield: 44.5%. Reaction SMILES: [C:1]([O:9][CH:10]1[CH2:15][C:14]([CH3:17])([CH3:16])[N:13]([OH:18])[C:12]([CH3:20])([CH3:19])[CH2:11]1)(=[O:8])[C:2]1[CH:7]=[CH:6][CH:5]=[CH:4][CH:3]=1.[C:21](I)([CH3:24])([CH3:23])[CH3:22].C([SnH](CCCC)CCCC)CCC>ClC1C=CC=CC=1>[C:1]([O:9][CH:10]1[CH2:11][C:12]([CH3:20])([CH3:19])[N:13]([O:18][C:21]([CH3:24])([CH3:23])[CH3:22])[C:14]([CH3:16])([CH3:17])[CH2:15]1)(=[O:8])[C:2]1[CH:3]=[CH:4][CH:5]=[CH:6][CH:7]=1. Procedure: A solution of 56.0 g (203 mmol) of 4-benzoyloxy-1-oxyl-2,2,6,6-tetramethylpiperidine, 125 ml of chlorobenzene, and 58.9 g of t-butyl iodide is cooled to 5° C. Tri-n-butyltin hydride (29 g, 100 mmol) is added dropwise over 110 minutes while the temperature is maintained below 20° C. The reaction mixture is concentrated at reduced pressure and then purified by silica gel chromatography (200:1, then 100:3 heptane:ethyl acetate) to afford 30.1 g of a white solid, m.p. 80°-82.5° C. Reactants: t-butylbromo acetate, C1(=CC=CC=C1)C (toluene), N[C@@H](CC1=CC=C2C=CC=CC2=C1)C(=O)O (Nal), C(=O)(OCC1C2=CC=CC=C2C2=CC=CC=C12)NNC (N-Fmoc-N′-methyl hydrazine), C1(=CC=CC=C1)C (toluene), C(=O)([O-])[O-].[Cs+].[Cs+] (Cs2CO3). Yields the product C(C)(C)(C)OC(CN(NC)C(=O)OCC1C2=CC=CC=C2C2=CC=CC=C12)=O ((N-Fmoc-N′-methyl-hydrazino)-acetic acid t-butyl ester). Isolated yield 70.0%. Reaction SMILES: [C:1]([NH:18][NH:19][CH3:20])([O:3][CH2:4][CH:5]1[C:17]2[C:12](=[CH:13][CH:14]=[CH:15][CH:16]=2)[C:11]2[C:6]1=[CH:7][CH:8]=[CH:9][CH:10]=2)=[O:2].C([O-])([O-])=O.[Cs+].[Cs+].N[C@H:28]([C:40]([OH:42])=[O:41])CC1C=C2C(C=CC=C2)=CC=1.[C:43]1([CH3:49])[CH:48]=CC=C[CH:44]=1>>[C:43]([O:42][C:40](=[O:41])[CH2:28][N:18]([C:1]([O:3][CH2:4][CH:5]1[C:17]2[C:12](=[CH:13][CH:14]=[CH:15][CH:16]=2)[C:11]2[C:6]1=[CH:7][CH:8]=[CH:9][CH:10]=2)=[O:2])[NH:19][CH3:20])([CH3:49])([CH3:48])[CH3:44] |f:1.2.3|. Reported procedure: 1 L, two-necked, round-bottom-flask was fitted with a glass stopper and reflux condenser connected to a calcium tube. A solution of N-Fmoc-N′-methyl hydrazine (20 g, 75 mmol) in toluene (300 mL) was added. A solution of t-butylbromo acetate (22 g, 111 mmol) in toluene (50 mL) was added slowly. Cs2CO3 (49 g, 149 mmol) was added slowly. Nal (11 g, 74 mmol) was added slowly with vigorous stirring. The reaction mixture was stirred at reflux temperature over 1 day. The product mixture was filtered an... Reaction SMILES: [Br:14][N:15]1[C:16](=[O:17])[CH2:18][CH2:19][C:20]1=[O:21].[CH3:1][O:2][C:3]([NH:4][c:5]1[c:6]([I:12])[c:7]([F:11])[cH:8][cH:9][cH:10]1)=[O:13].[CH3:22][C:23]#[N:24]>>[CH3:1][O:2][C:3]([NH:4][c:5]1[c:6]([I:12])[c:7]([F:11])[c:8]([Br:14])[cH:9][cH:10]1)=[O:13]. The reactants are O=C1CCC(=O)N1Br, COC(=O)Nc1cccc(F)c1I, CC#N. Yields the product COC(=O)Nc1ccc(Br)c(F)c1I. The reactants are CC(C)(C)[O-], CC(C)(C)[O-], CC(=O)O, [Cl-], O=C(NCc1cccc(CO)c1)C(F)(F)F, [K+], C[N+]1(c2nc(N)nc3nc[nH]c23)CCCC1, CN(C)C=O, O. Product: Nc1nc(OCc2cccc(CNC(=O)C(F)(F)F)c2)c2nc[nH]c2n1. RXN SMILES: [CH3:34][C:35]([CH3:36])([O-:37])[CH3:38].[CH3:40][C:41]([CH3:42])([O-:43])[CH3:44].[CH3:51][C:52](=[O:53])[OH:54].[Cl-:17].[F:1][C:2]([C:3](=[O:4])[NH:5][CH2:6][c:7]1[cH:8][c:9]([CH2:13][OH:14])[cH:10][cH:11][cH:12]1)([F:15])[F:16].[K+:39].[NH2:18][c:19]1[n:20][c:21]([N+:28]2([CH3:29])[CH2:30][CH2:31][CH2:32][CH2:33]2)[c:22]2[nH:23][cH:24][n:25][c:26]2[n:27]1.[O:45]=[CH:46][N:47]([CH3:48])[CH3:49].[OH2:50]>>[F:1][C:2]([C:3](=[O:4])[NH:5][CH2:6][c:7]1[cH:8][c:9]([CH2:13][O:14][c:21]2[n:20][c:19]([NH2:18])[n:27][c:26]3[c:22]2[n:23][cH:24][nH:25]3)[cH:10][cH:11][cH:12]1)([F:15])[F:16]. Reaction SMILES: Cl[C:2]1[C:3]2[CH:13]=[CH:12][C:11]([Cl:14])=[CH:10][C:4]=2[S:5][C:6]=1[C:7](Cl)=[O:8].[OH-:15].[Na+:16].[S:17]([O-:20])([OH:19])=[O:18].[Na+]>[Cu]Cl>[C:7]([C:6]1[S:5][C:4]2[CH:10]=[C:11]([Cl:14])[CH:12]=[CH:13][C:3]=2[C:2]=1[S:17]([O-:20])(=[O:19])=[O:18])([OH:15])=[O:8].[Na+:16] |f:1.2,3.4,6.7|. The reagents and catalysts are [Cu]Cl (copper(I)-chloride). Reactants: ClC=1C2=C(SC1C(=O)Cl)C=C(C=C2)Cl (3,6-dichlorobenzo[b]-thiophene-2-carboxylic acid chloride), [OH-].[Na+] (sodium hydroxide), S(=O)(O)[O-].[Na+] (sodium hydrogen sulfite). Reported procedure: Prepared analogous to Example 1(a) from 3,6-dichlorobenzo[b]-thiophene-2-carboxylic acid chloride (m.p. 132°-133° C.) by hydrolysis with aqueous sodium hydroxide solution and subsequent reaction with sodium hydrogen sulfite in the presence of copper(I)-chloride as a catalyst. The product is C(=O)(O)C1=C(C2=C(S1)C=C(C=C2)Cl)S(=O)(=O)[O-].[Na+] (Monosodium 2-carboxy-6-chloro-benzo-[b]-thiophene-3-sulfonate). The reactants are CCN(CC)CCOc1cccc(N2CCN(C(=O)OC(C)(C)C)CC2)c1C, CO, Cl, C1COCCO1. Yields the product CCN(CC)CCOc1cccc(N2CCNCC2)c1C, Cl. As a reaction SMILES: [CH2:1]([CH3:2])[N:3]([CH2:4][CH2:5][O:6][c:7]1[c:8]([CH3:26])[c:9]([N:13]2[CH2:14][CH2:15][N:16]([C:19]([O:20][C:21]([CH3:22])([CH3:23])[CH3:24])=[O:25])[CH2:17][CH2:18]2)[cH:10][cH:11][cH:12]1)[CH2:27][CH3:28].[CH3:30][OH:31].[ClH:29].[O:32]1[CH2:33][CH2:34][O:35][CH2:36][CH2:37]1>>[CH2:1]([CH3:2])[N:3]([CH2:4][CH2:5][O:6][c:7]1[c:8]([CH3:26])[c:9]([N:13]2[CH2:14][CH2:15][NH:16][CH2:17][CH2:18]2)[cH:10][cH:11][cH:12]1)[CH2:27][CH3:28].[ClH:29].